Dataset: the Open Reaction Database (ORD), a public repository of structured organic reaction records. Task: describe an organic reaction: reactants, conditions, products, and yield Starting materials: O1C(=NC=C1)C1=CC=C(C=C1)N1CC(CCC1)N[C@H]1[C@@H](CCCC1)N ((1R,2R)—N1-(1-(4-(oxazol-2-yl)phenyl)piperidin-3-yl)cyclohexane-1,2-diamine), C(OCC1=CC=CC=C1)(ON1C(CCC1=O)=O)=O (benzyl 2,5-dioxopyrrolidin-1-yl carbonate). Yields the product O1C(=NC=C1)C1=CC=C(C=C1)N1C[C@H](CCC1)N[C@H]1[C@@H](CCCC1)NC(OCC1=CC=CC=C1)=O (Benzyl (1R,2R)-2-((S)-1-(4-(oxazol-2-yl)phenyl)piperidin-3-ylamino)cyclohexylcarbamate). Yield: 31.0%. Reaction SMILES: [O:1]1[CH:5]=[CH:4][N:3]=[C:2]1[C:6]1[CH:11]=[CH:10][C:9]([N:12]2[CH2:17][CH2:16][CH2:15][CH:14]([NH:18][C@@H:19]3[CH2:24][CH2:23][CH2:22][CH2:21][C@H:20]3[NH2:25])[CH2:13]2)=[CH:8][CH:7]=1.[C:26](=O)([O:35]N1C(=O)CCC1=O)[O:27][CH2:28][C:29]1[CH:34]=[CH:33][CH:32]=[CH:31][CH:30]=1>>[O:1]1[CH:5]=[CH:4][N:3]=[C:2]1[C:6]1[CH:11]=[CH:10][C:9]([N:12]2[CH2:17][CH2:16][CH2:15][C@H:14]([NH:18][C@@H:19]3[CH2:24][CH2:23][CH2:22][CH2:21][C@H:20]3[NH:25][C:26](=[O:35])[O:27][CH2:28][C:29]3[CH:34]=[CH:33][CH:32]=[CH:31][CH:30]=3)[CH2:13]2)=[CH:8][CH:7]=1. Procedure: Benzyl (1R,2R)-2-((S)-1-(4-(oxazol-2-yl)phenyl)piperidin-3-ylamino)cyclohexylcarbamate was synthesized using (1R,2R)—N1-(1-(4-(oxazol-2-yl)phenyl)piperidin-3-yl)cyclohexane-1,2-diamine (from Example 15, step D) (11.58 mg, 0.034 mmol) and benzyl 2,5-dioxopyrrolidin-1-yl carbonate (8.5 mg, 0.034 mmol) according to General Procedure H to give 5 mg (20% yield) of the title compound as a pink solid. Anal. Calcd. for C28H34N4O3 m/z 474.5, found: 475.3 (M+H)+; 1H NMR (400 MHz, CDCl3) δ ppm 7.90 (d, J=8... Reactants: CCOC(=O)C1=CC=2C(=NC=C(C2)OC(C2=CC=CC=C2)=O)N1C(=O)OC(C)(C)C (5-benzoyloxy-pyrrolo[2,3-b]pyridine-1,2-dicarboxylic acid 1-tert-butyl ester 2-ethyl ester), C(C)(C)(C)OC(=O)N1C[C@H]2CC3=CC(=C(N=C3N2[C@@H](C1)C)[C@H](C)OC)Br ((4R,9aR)-7-bromo-6-(1-(S)-methoxy-ethyl)-4-methyl-3,4,9,9a-tetrahydro-1H-2,4a,5-triaza-fluorene-2-carboxylic acid tert-butyl ester). Product: C(C)(C)(C)OC(=O)N1C[C@H]2CC3=CC(=C(N=C3N2[C@@H](C1)C)[C@H](C)OC)C=O ((4R,9aR)-7-Formyl-6-(1-(S)-methoxy-ethyl)-4-methyl-3,4,9,9a-tetrahydro-1H-2,4a,5-triaza-fluorene-2-carboxylic acid tert-butyl ester). Reaction SMILES: C[CH2:2][O:3]C(C1N(C(OC(C)(C)C)=O)C2=NC=C(OC(=O)C3C=CC=CC=3)C=C2C=1)=O.[C:31]([O:35][C:36]([N:38]1[CH2:50][C@@H:49]([CH3:51])[N:48]2[C@H:40]([CH2:41][C:42]3[C:47]2=[N:46][C:45]([C@@H:52]([O:54][CH3:55])[CH3:53])=[C:44](Br)[CH:43]=3)[CH2:39]1)=[O:37])([CH3:34])([CH3:33])[CH3:32]>>[C:31]([O:35][C:36]([N:38]1[CH2:50][C@@H:49]([CH3:51])[N:48]2[C@H:40]([CH2:41][C:42]3[C:47]2=[N:46][C:45]([C@@H:52]([O:54][CH3:55])[CH3:53])=[C:44]([CH:2]=[O:3])[CH:43]=3)[CH2:39]1)=[O:37])([CH3:34])([CH3:33])[CH3:32]. Procedure: This compound was prepared in analogy to example 15, intermediate c) from (4R,9aR)-7-bromo-6-(1-(S)-methoxy-ethyl)-4-methyl-3,4,9,9a-tetrahydro-1H-2,4a,5-triaza-fluorene-2-carboxylic acid tert-butyl ester (example 51, intermediate). Reactants: FC(C(=O)O)(F)F (Trifluoroacetic acid), C1(=CC=CC=C1)C=1C=C(C=NC1)C(=O)NC1=C(C(=O)OC(C)(C)C)C=CC(=C1)C1=NC=CC=C1 (tert-butyl 2-(5-phenylpyridine-3-carboxamido)-4-(pyridin-2-yl)benzoate). Run at time 1 hour. Product: C1(=CC=CC=C1)C=1C=C(C=NC1)C(=O)NC1=C(C(=O)O)C=CC(=C1)C1=NC=CC=C1 (2-(5-phenylpyridine-3-carboxamido)-4-(pyridin-2-yl)benzoic acid). The yield is 65.0%. As a reaction SMILES: FC(F)(F)C(O)=O.[C:8]1([C:14]2[CH:15]=[C:16]([C:20]([NH:22][C:23]3[CH:35]=[C:34]([C:36]4[CH:41]=[CH:40][CH:39]=[CH:38][N:37]=4)[CH:33]=[CH:32][C:24]=3[C:25]([O:27]C(C)(C)C)=[O:26])=[O:21])[CH:17]=[N:18][CH:19]=2)[CH:13]=[CH:12][CH:11]=[CH:10][CH:9]=1>>[C:8]1([C:14]2[CH:15]=[C:16]([C:20]([NH:22][C:23]3[CH:35]=[C:34]([C:36]4[CH:41]=[CH:40][CH:39]=[CH:38][N:37]=4)[CH:33]=[CH:32][C:24]=3[C:25]([OH:27])=[O:26])=[O:21])[CH:17]=[N:18][CH:19]=2)[CH:9]=[CH:10][CH:11]=[CH:12][CH:13]=1. Procedure details: Trifluoroacetic acid (4.0 mL) was added to the obtained tert-butyl 2-(5-phenylpyridine-3-carboxamido)-4-(pyridin-2-yl)benzoate (0.13 g), followed by stirring at room temperature for 1 hour. The solvent was evaporated under reduced pressure, and diisopropyl ether was added to the obtained residue. The solid substance was collected by filtration. Dioxane (3.0 mL) and a 2 mol/L aqueous solution of sodium hydroxide (0.19 mL) were added to the obtained solid, followed by stirring at room temperature ... The reactants are C(C1=CC=CC=C1)N(CC1=CC=CC=C1)[C@@H](CC1=CC=CC=C1)[C@H](C[C@H](CC1=CC=CC=C1)NC(=O)OC(C)(C)C)O ((2S,3S,5S)-2-(N,N-dibenzylamino)-3-hydroxy-5-(t-butyloxycarbonylamino)-1,6-diphenylhexane), C(=O)[O-].[NH4+] (ammonium formate), C(=O)[O-].[NH4+] (ammonium formate), C(C)(=O)O (acetic acid). Reagents/catalysts: [Pd] (palladium on carbon), [Pd] (palladium on carbon). Solvent: CO (methanol). Conditions: temperature 60 celsius, time 3 hour. The product is N[C@@H](CC1=CC=CC=C1)[C@H](C[C@H](CC1=CC=CC=C1)NC(=O)OC(C)(C)C)O ((2S,3S,5S)-2-amino-3-hydroxy-5-(t-butyloxycarbonylamino)-1,6-diphenylhexane). RXN SMILES: C([N:8]([C@H:16]([C@@H:24]([OH:42])[CH2:25][C@@H:26]([NH:34][C:35]([O:37][C:38]([CH3:41])([CH3:40])[CH3:39])=[O:36])[CH2:27][C:28]1[CH:33]=[CH:32][CH:31]=[CH:30][CH:29]=1)[CH2:17][C:18]1[CH:23]=[CH:22][CH:21]=[CH:20][CH:19]=1)CC1C=CC=CC=1)C1C=CC=CC=1.C([O-])=O.[NH4+].C(O)(=O)C>CO.[Pd]>[NH2:8][C@H:16]([C@@H:24]([OH:42])[CH2:25][C@@H:26]([NH:34][C:35]([O:37][C:38]([CH3:40])([CH3:39])[CH3:41])=[O:36])[CH2:27][C:28]1[CH:29]=[CH:30][CH:31]=[CH:32][CH:33]=1)[CH2:17][C:18]1[CH:19]=[CH:20][CH:21]=[CH:22][CH:23]=1 |f:1.2|. Procedure: To a stirred solution of (2S,3S,5S)-2-(N,N-dibenzylamino)-3-hydroxy-5-(t-butyloxycarbonylamino)-1,6-diphenylhexane (12 g, 21.3 mmol) in methanol (350 mL) was charged ammonium formate (8.05 g, 128 mmol, 6.0 eq) and 10% palladium on carbon (2.4 g). The solution was stirred under nitrogen at 60° C. for three hours and then at 75° C. for 12 hours. An additional amount of ammonium formate (6 g) and 10% palladium on carbon (1.5 g) was added as well as 1 mL of glacial acetic acid. The reaction was driv... The reactants are CCOC(Cc1ccc(OCc2nc(-c3ccc(F)c(C)c3)oc2C)cc1C)C(=O)OC, [Li+], [OH-]. Product: CCOC(Cc1ccc(OCc2nc(-c3ccc(F)c(C)c3)oc2C)cc1C)C(=O)O. Reaction SMILES: [CH3:1][O:2][C:3]([CH:4]([CH2:5][c:6]1[c:7]([CH3:28])[cH:8][c:9]([O:12][CH2:13][c:14]2[n:15][c:16](-[c:20]3[cH:21][c:22]([CH3:27])[c:23]([F:26])[cH:24][cH:25]3)[o:17][c:18]2[CH3:19])[cH:10][cH:11]1)[O:29][CH2:30][CH3:31])=[O:32].[Li+:34].[OH-:33]>>[O:2]=[C:3]([CH:4]([CH2:5][c:6]1[c:7]([CH3:28])[cH:8][c:9]([O:12][CH2:13][c:14]2[n:15][c:16](-[c:20]3[cH:21][c:22]([CH3:27])[c:23]([F:26])[cH:24][cH:25]3)[o:17][c:18]2[CH3:19])[cH:10][cH:11]1)[O:29][CH2:30][CH3:31])[OH:32]. Reactants: CCO, CC(=O)Nc1cc(Cl)c(F)cc1[N+](=O)[O-], Cl, O. The product is Nc1cc(Cl)c(F)cc1[N+](=O)[O-]. As a reaction SMILES: [CH3:18][CH2:19][OH:20].[Cl:1][c:2]1[cH:3][c:4]([NH:12][C:13](=[O:14])[CH3:15])[c:5]([N+:9](=[O:10])[O-:11])[cH:6][c:7]1[F:8].[ClH:17].[OH2:16]>>[Cl:1][c:2]1[cH:3][c:4]([NH2:12])[c:5]([N+:9](=[O:10])[O-:11])[cH:6][c:7]1[F:8].